From a dataset of the Open Reaction Database (ORD), a public repository of structured organic reaction records. describe an organic reaction: reactants, conditions, products, and yield RXN SMILES: [C:24]([CH3:25])([CH3:26])([CH3:27])[c:28]1[cH:29][c:30]([CH2:39][CH2:40][C:41](=[O:42])[NH:43][NH2:44])[cH:31][c:32]([C:35]([CH3:36])([CH3:37])[CH3:38])[c:33]1[OH:34].[CH2:1]([CH2:2][CH2:3][CH2:4][CH2:5][CH2:6][CH2:7][CH2:8][CH2:9][CH2:10][CH2:11][CH2:12][CH2:13][CH2:14][CH2:15][CH3:16])[CH:17]1[C:18](=[O:19])[O:20][C:21](=[O:23])[CH2:22]1.[CH3:45][c:46]1[cH:47][cH:48][cH:49][cH:50][cH:51]1.[OH2:52]>>[CH2:1]([CH2:2][CH2:3][CH2:4][CH2:5][CH2:6][CH2:7][CH2:8][CH2:9][CH2:10][CH2:11][CH2:12][CH2:13][CH2:14][CH2:15][CH3:16])[CH:17]1[C:18](=[O:20])[N:44]([NH:43][C:41]([CH2:40][CH2:39][c:30]2[cH:29][c:28]([C:24]([CH3:25])([CH3:26])[CH3:27])[c:33]([OH:34])[c:32]([C:35]([CH3:36])([CH3:37])[CH3:38])[cH:31]2)=[O:42])[C:21](=[O:23])[CH2:22]1. The product is CCCCCCCCCCCCCCCCC1CC(=O)N(NC(=O)CCc2cc(C(C)(C)C)c(O)c(C(C)(C)C)c2)C1=O. The reactants are CC(C)(C)c1cc(CCC(=O)NN)cc(C(C)(C)C)c1O, CCCCCCCCCCCCCCCCC1CC(=O)OC1=O, Cc1ccccc1, O. Starting materials: COC=1C=C(OC=2C=C3C(=C(NC3=CC2)N)C#N)C=C(C1OC)OC (5-(3,4,5-trimethoxyphenoxy)-2-amino-1H-indole-3-carbonitrile), C[Si](C)(C)I (trimethyl silyl iodide), [O-]S(=O)(=S)[O-].[Na+].[Na+] (Na2S2O3). The solvent is C(Cl)Cl (CH2Cl2). Run at time 8 hour. The product is COC=1C=C(OC=2C=C3C(=C(NC3=CC2)N)C#N)C=C(C1O)OC (5-(3,5-dimethoxy-4-hydroxy-phenoxy)-2-amino-1H-indole-3-carbonitrile). Isolated yield 104.6%. As a reaction SMILES: [CH3:1][O:2][C:3]1[CH:4]=[C:5]([CH:19]=[C:20]([O:24][CH3:25])[C:21]=1[O:22]C)[O:6][C:7]1[CH:8]=[C:9]2[C:13](=[CH:14][CH:15]=1)[NH:12][C:11]([NH2:16])=[C:10]2[C:17]#[N:18].C[Si](I)(C)C.[O-]S([O-])(=S)=O.[Na+].[Na+]>C(Cl)Cl>[CH3:25][O:24][C:20]1[CH:19]=[C:5]([CH:4]=[C:3]([O:2][CH3:1])[C:21]=1[OH:22])[O:6][C:7]1[CH:8]=[C:9]2[C:13](=[CH:14][CH:15]=1)[NH:12][C:11]([NH2:16])=[C:10]2[C:17]#[N:18] |f:2.3.4|. Reported procedure: A solution of 5-(3,4,5-trimethoxyphenoxy)-2-amino-1H-indole-3-carbonitrile (Example 11) (50 mg; 0.147 mmol) in CH2Cl2 (1.0 ml) was treated with trimethyl silyl iodide (30 ul; 0.2 mmol) and the mixture was stirred at room temperature overnight. The mixture was treated with aqueous Na2S2O3 (0.5 M), the CH2Cl2 evaporated and the mixture extracted with EtOAc. The organic phase was washed with water, brine and dried over MgSO4. Evaporation gave 5-(3,5-dimethoxy-4-hydroxy-phenoxy)-2-amino-1H-indole-3-... Reactants: CN(CC(=O)O)C(N)=NC(=O)Nc1cccc(Cl)c1, CCOC(=O)CN(C)C(N)=NC(=O)Nc1cccc(Cl)c1. Yields the product Cl, CCOC(=O)CN(C)C(N)=NC(=O)Nc1cccc(Cl)c1. Reaction SMILES: [NH2:1][C:2](=[N:3][C:4]([NH:5][c:6]1[cH:7][cH:8][cH:9][c:10]([Cl:19])[cH:11]1)=[O:12])[N:13]([CH3:14])[CH2:15][C:16]([OH:17])=[O:18].[NH2:20][C:21]([N:22]([CH2:23][C:24](=[O:25])[O:26][CH2:27][CH3:28])[CH3:29])=[N:30][C:31](=[O:32])[NH:33][c:34]1[cH:35][c:36]([Cl:40])[cH:37][cH:38][cH:39]1>>[ClH:19].[NH2:20][C:21]([N:22]([CH2:23][C:24](=[O:25])[O:26][CH2:27][CH3:28])[CH3:29])=[N:30][C:31](=[O:32])[NH:33][c:34]1[cH:35][c:36]([Cl:40])[cH:37][cH:38][cH:39]1. Product: O=C1NC(=O)C2(CCC(O)c3ccc(F)cc32)N1. The reactants are [BH4-], CO, Cl, O=C1NC(=O)C2(CCC(=O)c3ccc(F)cc32)N1, [Na+]. RXN SMILES: [BH4-:19].[CH3:22][OH:23].[ClH:21].[F:1][c:2]1[cH:3][cH:4][c:5]2[c:16]([cH:17]1)[C:9]1([CH2:8][CH2:7][C:6]2=[O:18])[NH:10][C:11](=[O:15])[NH:12][C:13]1=[O:14].[Na+:20]>>[F:1][c:2]1[cH:3][cH:4][c:5]2[c:16]([cH:17]1)[C:9]1([CH2:8][CH2:7][CH:6]2[OH:18])[NH:10][C:11](=[O:15])[NH:12][C:13]1=[O:14].